Dataset: the Open Reaction Database (ORD), a public repository of structured organic reaction records. Task: describe an organic reaction: reactants, conditions, products, and yield The reactants are ClC1=NC(=NC(=C1)Cl)SC1=CC=C(C=C1)NC(=O)C1CC1 (N-(4-(4,6-dichloropyrimidin-2-ylthio)phenyl)cyclopropane-carboxamide), NC=1SC(=CN1)C (amino-5-methylthiazole), C1(=CC=CC=C1)P(C1=CC=CC=2C(C3=CC=CC(=C3OC12)P(C1=CC=CC=C1)C1=CC=CC=C1)(C)C)C1=CC=CC=C1 (4,5-bis(diphenylphosphino)-9,9-dimethyl-xanthene), C([O-])([O-])=O.[Na+].[Na+] (sodium carbonate). Reagents/catalysts: C=1C=CC(=CC1)/C=C/C(=O)/C=C/C2=CC=CC=C2.C=1C=CC(=CC1)/C=C/C(=O)/C=C/C2=CC=CC=C2.C=1C=CC(=CC1)/C=C/C(=O)/C=C/C2=CC=CC=C2.[Pd].[Pd] (tris(dibenzylideneacetone)dipalladium). The solvent is O1CCOCC1 (dioxane). Run at temperature 100 celsius. The product is CC1=CN=C(S1)NC1=NC(=NC(=C1)Cl)SC1=CC=C(C=C1)NC(=O)C1CC1 (N-(4-(4-(5-methylthiazol-2-ylamino)-6-chloropyrimidin-2-ylthio)phenyl)cyclopropanecarboxamide). Isolated yield 70.3%. Reaction SMILES: Cl[C:2]1[CH:7]=[C:6]([Cl:8])[N:5]=[C:4]([S:9][C:10]2[CH:15]=[CH:14][C:13]([NH:16][C:17]([CH:19]3[CH2:21][CH2:20]3)=[O:18])=[CH:12][CH:11]=2)[N:3]=1.[NH2:22][C:23]1[S:24][C:25]([CH3:28])=[CH:26][N:27]=1.C1(P(C2C=CC=CC=2)C2C3OC4C(=CC=CC=4P(C4C=CC=CC=4)C4C=CC=CC=4)C(C)(C)C=3C=CC=2)C=CC=CC=1.C(=O)([O-])[O-].[Na+].[Na+]>O1CCOCC1.C1C=CC(/C=C/C(/C=C/C2C=CC=CC=2)=O)=CC=1.C1C=CC(/C=C/C(/C=C/C2C=CC=CC=2)=O)=CC=1.C1C=CC(/C=C/C(/C=C/C2C=CC=CC=2)=O)=CC=1.[Pd].[Pd]>[CH3:28][C:25]1[S:24][C:23]([NH:22][C:2]2[CH:7]=[C:6]([Cl:8])[N:5]=[C:4]([S:9][C:10]3[CH:15]=[CH:14][C:13]([NH:16][C:17]([CH:19]4[CH2:21][CH2:20]4)=[O:18])=[CH:12][CH:11]=3)[N:3]=2)=[N:27][CH:26]=1 |f:3.4.5,7.8.9.10.11|. Procedure: A suspension of N-(4-(4,6-dichloropyrimidin-2-ylthio)phenyl)cyclopropane-carboxamide (5.0 g, 14.7 mmol), amino-5-methylthiazole (1.85 g, 16.2 mmol), tris(dibenzylideneacetone)dipalladium (0.673 g, 0.74 mmol), 4,5-bis(diphenylphosphino)-9,9-dimethyl-xanthene (0.636 g, 1.10 mmol) and sodium carbonate (2.18 g, 20.58 mmol) in dioxane (120 ml) was heated at 100° C. for 2 h. The reaction mixture was then allowed to cool to room temperature before the tan precipitate was collected by filtration, washed...